This data is from the Open Reaction Database (ORD), a public repository of structured organic reaction records. The task is: describe an organic reaction: reactants, conditions, products, and yield Reactants: S[C@H]1CC(NC1)=S ((4S)-4-mercaptopyrrolidin-2-thione), C(C)(C)N(CC)C(C)C (diisopropylethylamine), P(=O)(OC1=CC=CC=C1)(OC1=CC=CC=C1)Cl (diphenyl chlorophosphate), P(=O)([O-])([O-])[O-] (phosphate), C(C)(C)(C)[C@@H]([C@@H]1[C@H]2[C@H](C(SC(N2C1=O)C(=O)OCOC(C(C)C)=O)=O)C)O[SiH](C)C (isobutyryloxymethyl (5R,6S,7S)-7-[(R)-1-tert-butyldimethylsilyloxymethyl]-5-methyl-4,8-dioxo-1-aza-3-thia-bicyclo-[4.2.0]octan-2-carboxylate), C1(=CC=CC=C1)P(C1=CC=CC=C1)C1=CC=CC=C1 (triphenylphosphine), CC(C)([O-])C.[K+] (potassium tert-butoxide). Run in C1(=CC=CC=C1)C (toluene), C(C)#N (acetonitrile). Conditions: temperature -40 celsius, time 1.5 hour. The product is [Si](C)(C)(C(C)(C)C)O[C@H](C)[C@@H]1[C@@H]2N(C(=C([C@@H]2C)S[C@@H]2CC(NC2)=S)C(=O)OCOC(C(C)C)=O)C1=O (isobutyryloxymethyl (1R,5S,6S)-6-[(R)-1-tert-butyldimethylsilyloxyethyl]-2-[(4R)-pyrrolidin-2-thion-4-ylthio]-1-methylcarbapen-2-em-3-carboxylate). Isolated yield 42.2%. Reaction SMILES: C([C@H:5]([O:27][SiH:28]([CH3:30])[CH3:29])[C@H:6]1[C:13](=[O:14])[N:12]2[C@@H:7]1[C@@H:8]([CH3:26])[C:9](=O)[S:10][CH:11]2[C:15]([O:17][CH2:18][O:19][C:20](=[O:24])[CH:21]([CH3:23])[CH3:22])=[O:16])(C)(C)C.[C:31]1(P(C2C=CC=CC=2)C2C=CC=CC=2)C=CC=CC=1.[CH3:50][C:51]([CH3:54])([O-])[CH3:52].[K+].P(Cl)(OC1C=CC=CC=1)(OC1C=CC=CC=1)=O.S[C@@H:74]1[CH2:78][NH:77][C:76](=[S:79])[CH2:75]1.C(N(C(C)C)CC)(C)C.P([O-])([O-])([O-])=O>C1(C)C=CC=CC=1.C(#N)C>[Si:28]([O:27][C@@H:5]([C@H:6]1[C:13](=[O:14])[N:12]2[C:11]([C:15]([O:17][CH2:18][O:19][C:20](=[O:24])[CH:21]([CH3:22])[CH3:23])=[O:16])=[C:9]([S:10][C@H:74]3[CH2:78][NH:77][C:76](=[S:79])[CH2:75]3)[C@H:8]([CH3:26])[C@H:7]12)[CH3:31])([C:51]([CH3:54])([CH3:52])[CH3:50])([CH3:30])[CH3:29] |f:2.3|. Reported procedure: In 10 ml of toluene were dissolved 500 mg of isobutyryloxymethyl (5R,6S,7S)-7-[(R)-1-tert-butyldimethylsilyloxymethyl]-5-methyl-4,8-dioxo-1-aza-3-thia-bicyclo-[4.2.0]octan-2-carboxylate and 277 mg of triphenylphosphine, 130 mg of potassium tert-butoxide was added thereto under nitrogen gas at -40° C. while stirring, and the mixture was stirred at the same temperature for 50 minutes. To the reaction mixture was added dropwise 10 ml of acetonitrile solution containing 312 mg of diphenyl chlorophos... The reactants are N1C(=NC2=C1C=CC=C2)CCCN(CC[C@@]2([C@H](C1=CC=C(C=C1C(C2)(F)F)F)C(C)C)O)C ((1S,2R)-2-(2-((3-(1H-Benzo[d]imidazol-2-yl)propyl)(methyl)amino)ethyl)-4,4,6-trifluoro-1-isopropyl-1,2,3,4-tetrahydronaphthalen-2-ol), C1(CC1)C(=O)OC1C(C2=CC=C(C=C2C(C1([2H])[2H])([2H])[2H])F)(C(C)C)CCN(C)CCCC1=NC2=C(N1)C=CC=C2 (2-((3-(1H-Benzo[d]imidazol-2-yl)propyl)(methyl)amino)ethyl-3,3,4,4-tetradeutero-6-fluoro-1-isopropyl-1,2,3,4-tetrahydronaphthalen-2-yl cyclopropanecarboxylate). The product is C1(CC1)C(=O)O[C@]1([C@H](C2=CC=C(C=C2C(C1)(F)F)F)C(C)C)CCN(C)CCCC1=NC2=C(N1)C=CC=C2 ((1S,2R)-2-(2-((3-(1H-Benzo[d]imidazol-2-yl)propyl)(methyl)amino)ethyl)-4,4,6-trifluoro-1-isopropyl-1,2,3,4-tetrahydronaphthalen-2-yl cyclopropanecarboxylate). Reaction SMILES: [NH:1]1[C:5]2[CH:6]=[CH:7][CH:8]=[CH:9][C:4]=2[N:3]=[C:2]1[CH2:10][CH2:11][CH2:12][N:13]([CH3:33])[CH2:14][CH2:15][C@@:16]1([OH:32])[CH2:25][C:24]([F:27])([F:26])[C:23]2[C:18](=[CH:19][CH:20]=[C:21]([F:28])[CH:22]=2)[C@@H:17]1[CH:29]([CH3:31])[CH3:30].[CH:34]1([C:37](OC2C([2H])([2H])C([2H])([2H])C3C(=CC=C(F)C=3)C2(CCN(CCCC2NC3C=CC=CC=3N=2)C)C(C)C)=[O:38])[CH2:36][CH2:35]1>>[CH:34]1([C:37]([O:32][C@:16]2([CH2:15][CH2:14][N:13]([CH2:12][CH2:11][CH2:10][C:2]3[NH:3][C:4]4[CH:9]=[CH:8][CH:7]=[CH:6][C:5]=4[N:1]=3)[CH3:33])[CH2:25][C:24]([F:27])([F:26])[C:23]3[C:18](=[CH:19][CH:20]=[C:21]([F:28])[CH:22]=3)[C@@H:17]2[CH:29]([CH3:31])[CH3:30])=[O:38])[CH2:36][CH2:35]1. Reported procedure: Compound 304 is prepared from 35d in a manner analogous to that of Example 6 for compound 704a. Reactants: C1CCOC1, CO, CCCOCCOc1ccc(-c2ccc3c(c2)C=C(C(=O)OC)CCN3CC2CC2)cc1, [Na+], [OH-]. Yields the product CCCOCCOc1ccc(-c2ccc3c(c2)C=C(C(=O)O)CCN3CC2CC2)cc1. Reaction SMILES: [CH2:37]1[O:38][CH2:39][CH2:40][CH2:41]1.[CH3:35][OH:36].[CH:1]1([CH2:4][N:5]2[CH2:6][CH2:7][C:8]([C:29](=[O:30])[O:31][CH3:32])=[CH:9][c:10]3[c:11]2[cH:12][cH:13][c:14](-[c:16]2[cH:17][cH:18][c:19]([O:22][CH2:23][CH2:24][O:25][CH2:26][CH2:27][CH3:28])[cH:20][cH:21]2)[cH:15]3)[CH2:2][CH2:3]1.[Na+:34].[OH-:33]>>[CH:1]1([CH2:4][N:5]2[CH2:6][CH2:7][C:8]([C:29](=[O:30])[OH:31])=[CH:9][c:10]3[c:11]2[cH:12][cH:13][c:14](-[c:16]2[cH:17][cH:18][c:19]([O:22][CH2:23][CH2:24][O:25][CH2:26][CH2:27][CH3:28])[cH:20][cH:21]2)[cH:15]3)[CH2:2][CH2:3]1. The reactants are C(C1=CC=CC=C1)NC(=O)NC1=CC=C(CNC(CN2C(C3=C(C(CC2)CC(=O)OC(C)(C)C)C=CC=C3)=O)=O)C=C1 (tert-Butyl (2-{2-[(4-{[(benzylamino)carbonyl]amino}benzyl)-amino]-2-oxoethyl}-1-oxo-2,3,4,5-tetrahydro-1H-2-benzazepin-5-yl)acetate). The solvent is FC(C(=O)O)(F)F (trifluoroacetic acid). Reaction conditions: temperature 0 celsius, time 16 hour. Product: C(C1=CC=CC=C1)NC(=O)NC1=CC=C(CNC(CN2C(C3=C(C(CC2)CC(=O)O)C=CC=C3)=O)=O)C=C1 ((2-{2-[(4-{[(Benzylamino)carbonyl]amino}benzyl)amino]-2-oxoethyl}-1-oxo-2,3,4,5-tetrahydro-1H-2-benzazepin-5-yl)acetic Acid). Reaction SMILES: [CH2:1]([NH:8][C:9]([NH:11][C:12]1[CH:42]=[CH:41][C:15]([CH2:16][NH:17][C:18](=[O:40])[CH2:19][N:20]2[CH2:26][CH2:25][CH:24]([CH2:27][C:28]([O:30]C(C)(C)C)=[O:29])[C:23]3[CH:35]=[CH:36][CH:37]=[CH:38][C:22]=3[C:21]2=[O:39])=[CH:14][CH:13]=1)=[O:10])[C:2]1[CH:7]=[CH:6][CH:5]=[CH:4][CH:3]=1>FC(F)(F)C(O)=O>[CH2:1]([NH:8][C:9]([NH:11][C:12]1[CH:13]=[CH:14][C:15]([CH2:16][NH:17][C:18](=[O:40])[CH2:19][N:20]2[CH2:26][CH2:25][CH:24]([CH2:27][C:28]([OH:30])=[O:29])[C:23]3[CH:35]=[CH:36][CH:37]=[CH:38][C:22]=3[C:21]2=[O:39])=[CH:41][CH:42]=1)=[O:10])[C:2]1[CH:3]=[CH:4][CH:5]=[CH:6][CH:7]=1. Reported procedure: 40 mg (0.07 mmol) of Example III are dissolved in 3 ml of trifluoroacetic acid and the mixture is stirred at 0° C. for 2 h and at room temp. for 16 h. It is concentrated, and the residue is codistilled repeatedly with CH2Cl2 and dried (31.8 mg). ESI-MS [M+H+]=515. Reactants: [Br-].C(C)(=O)C=1C=[N+](C=CC1CC1C(C2=CC=C(C=C2CC1)OC)=O)CC1=CC(=CC=C1)[N+](=O)[O-] (2-[[3-acetyl-1-[(3-nitrophenyl)methyl]pyridin-1-ium-4-yl]methyl]-6-methoxy-tetralin-1-one bromide), C1C=CN(C=C1C(=O)N)CC2=CC=CC=C2 (BNAH). Product: C(C)(=O)C1=CN(C=CC1CC1C(C2=CC=C(C=C2CC1)OC)=O)CC1=CC(=CC=C1)[N+](=O)[O-] (2-[[3-acetyl-1-[(3-nitrophenyl)methyl]-4H-pyridin-4-yl]methyl]-6-methoxy-tetralin-1-one). RXN SMILES: [Br-].[C:2]([C:5]1[CH:6]=[N+:7]([CH2:25][C:26]2[CH:31]=[CH:30][CH:29]=[C:28]([N+:32]([O-:34])=[O:33])[CH:27]=2)[CH:8]=[CH:9][C:10]=1[CH2:11][CH:12]1[CH2:21][CH2:20][C:19]2[C:14](=[CH:15][CH:16]=[C:17]([O:22][CH3:23])[CH:18]=2)[C:13]1=[O:24])(=[O:4])[CH3:3].C1C(C(N)=O)=CN(CC2C=CC=CC=2)C=C1>>[C:2]([C:5]1[CH:10]([CH2:11][CH:12]2[CH2:21][CH2:20][C:19]3[C:14](=[CH:15][CH:16]=[C:17]([O:22][CH3:23])[CH:18]=3)[C:13]2=[O:24])[CH:9]=[CH:8][N:7]([CH2:25][C:26]2[CH:31]=[CH:30][CH:29]=[C:28]([N+:32]([O-:34])=[O:33])[CH:27]=2)[CH:6]=1)(=[O:4])[CH3:3] |f:0.1|. Procedure details: The title compound 159 is prepared according to the procedure reported in Example 39.1 with compound 123 (60 mg, 0.12 mmol) and BNAH (25 mg, 1 equiv) as reactants. Yellow solid. (Yield 20.8 mg, 39%). Procedure: The product from part (a) is hydrolyzed with concentrated ammonia according to the procedure of Example 4 to yield 1-(2-mercapto-1-oxoethyl)-4,4-dimethoxy-L-proline. The product is SCC(=O)N1[C@H](C(=O)O)CC(C1)(OC)OC (1-(2-mercapto-1-oxoethyl)-4,4-dimethoxy-L-proline). As a reaction SMILES: C([S:4][CH2:5][C:6]([N:8]1[CH2:15][C:14]([O:18][CH3:19])([O:16][CH3:17])[CH2:13][C@H:9]1[C:10]([OH:12])=[O:11])=[O:7])(=O)C.N>>[SH:4][CH2:5][C:6]([N:8]1[CH2:15][C:14]([O:18][CH3:19])([O:16][CH3:17])[CH2:13][C@H:9]1[C:10]([OH:12])=[O:11])=[O:7]. Reactants: C(C)(=O)SCC(=O)N1[C@H](C(=O)O)CC(C1)(OC)OC (1-[2-(Acetylthio)-1-oxoethyl]-4,4-dimethoxy-L-proline), N (ammonia). The product is ClC1=CC=C(C=C1)C=1C=NN(C1C=O)C (4-(4-chlorophenyl)-1-methyl-1H-pyrazole-5-carbaldehyde). Reaction SMILES: Br[C:2]1[CH:3]=[N:4][N:5]([CH3:9])[C:6]=1[CH:7]=[O:8].[Cl:10][C:11]1[CH:16]=[CH:15][C:14](B(O)O)=[CH:13][CH:12]=1.C(=O)([O-])[O-].[K+].[K+]>[Br-].C([N+](CCCC)(CCCC)CCCC)CCC.O.C(OCC)(=O)C.C([O-])(=O)C.[Pd+2].C([O-])(=O)C>[Cl:10][C:11]1[CH:16]=[CH:15][C:14]([C:2]2[CH:3]=[N:4][N:5]([CH3:9])[C:6]=2[CH:7]=[O:8])=[CH:13][CH:12]=1 |f:2.3.4,5.6,9.10.11|. Reaction conditions: temperature 45 celsius, time 2.5 hour. Reagents/catalysts: [Br-].C(CCC)[N+](CCCC)(CCCC)CCCC (tetrabutylammonium bromide), C(C)(=O)[O-].[Pd+2].C(C)(=O)[O-] (palladium acetate). Starting materials: BrC=1C=NN(C1C=O)C (4-Bromo-1-methyl-1H-pyrazole-5-carbaldehyde), ClC1=CC=C(C=C1)B(O)O (4-chlorophenylboronic acid), C([O-])([O-])=O.[K+].[K+] (potassium carbonate). Procedure details: 4-Bromo-1-methyl-1H-pyrazole-5-carbaldehyde (0.500 g), 4-chlorophenylboronic acid (0.455 g), tetrabutylammonium bromide (0.853 g), potassium carbonate (0.914 g) and palladium acetate (0.030 g) were stirred together in 5 mL of water and heated to 45° C. After stirring for 2.5 hours, the reaction was diluted with ethyl acetate (75 mL) and washed with water (25 mL), brine (50 mL), dried over magnesium sulfate, filtered and concentrated to give the crude material. The solid was chromatographed over ... Solvent: O (water), C(C)(=O)OCC (ethyl acetate).